This data is from the Open Reaction Database (ORD), a public repository of structured organic reaction records. The task is: describe an organic reaction: reactants, conditions, products, and yield Yields the product CC1=NC2=CC=C(C=C2N=C1C)[N+](=O)[O-] (2,3-Dimethyl-6-nitroquinoxaline). Reactants: [N+](=O)([O-])C1=CC(=C(C=C1)N)N (4-nitro-o-phenylenediamine), CC(C(C)=O)=O (2,3-butanedione). RXN SMILES: [N+:1]([C:4]1[CH:9]=[CH:8][C:7]([NH2:10])=[C:6]([NH2:11])[CH:5]=1)([O-:3])=[O:2].[CH3:12][C:13](=O)[C:14](=O)[CH3:15]>>[CH3:12][C:13]1[C:14]([CH3:15])=[N:11][C:6]2[C:7](=[CH:8][CH:9]=[C:4]([N+:1]([O-:3])=[O:2])[CH:5]=2)[N:10]=1. Reported procedure: A stirred mixture of 4-nitro-o-phenylenediamine (Fairmont) (105 g, 0.69 mole) and 2,3-butanedione (Aldrich) (59 g, 0.69 mole) in 1.5 L of SDA-32 was heated at reflux for 4 hours. The reaction mixture was let stand at room temperature overnight. The crystallized intermediate was chilled and collected to give after ether wash 62.9 g (44.9%) of known solid. The intermediate was used without further purification in step B. Starting materials: C1COCCO1, Cl, CC(C)(C)OC(=O)NC1CCN(C2CCC(O)(c3ccccn3)CC2)C1. Yields the product NC1CCN(C2CCC(O)(c3ccccn3)CC2)C1. RXN SMILES: [CH2:28]1[O:29][CH2:30][CH2:31][O:32][CH2:33]1.[ClH:27].[OH:1][C:2]1([c:21]2[n:22][cH:23][cH:24][cH:25][cH:26]2)[CH2:3][CH2:4][CH:5]([N:8]2[CH2:9][CH:10]([NH:13][C:14](=[O:15])[O:16][C:17]([CH3:18])([CH3:19])[CH3:20])[CH2:11][CH2:12]2)[CH2:6][CH2:7]1>>[OH:1][C:2]1([c:21]2[n:22][cH:23][cH:24][cH:25][cH:26]2)[CH2:3][CH2:4][CH:5]([N:8]2[CH2:9][CH:10]([NH2:13])[CH2:11][CH2:12]2)[CH2:6][CH2:7]1. The reactants are C(=C)C1=CC=NC=C1 (4-vinylpyridine), C1(=C(C(=C(C(=C1F)F)F)N)F)N.Cl.Cl (dihydrochloride). Yields the product FC1=CC=2C3=C(NC2C=C1)CCN(C3)CCC3=CC=NC=C3 (8-Fluoro-2,3,4,5-tetrahydro-2-[2-(4-pyridinyl)ethyl]1H-pyrido[4,3-b]indole). RXN SMILES: [CH:1]([C:3]1[CH:8]=[CH:7][N:6]=[CH:5][CH:4]=1)=[CH2:2].[C:9]1(N)[C:14]([F:15])=[C:13](F)[C:12](F)=[C:11]([NH2:18])[C:10]=1F.Cl.Cl>>[F:15][C:14]1[CH:9]=[CH:10][C:11]2[NH:18][C:3]3[CH2:8][CH2:7][N:6]([CH2:2][CH2:1][C:3]4[CH:8]=[CH:7][N:6]=[CH:5][CH:4]=4)[CH2:5][C:4]=3[C:12]=2[CH:13]=1 |f:1.2.3|. Reported procedure: The title compound was prepared following the procedure of Example 2 with the exception 4-vinylpyridine was used instead of 2-vinylpyridine. The product was converted to the dihydrochloride salt; mp. 233°-235° C. Reactants: COC1=CC=C(CSC(CNCCNCC(C)(SCC2=CC=C(C=C2)OC)C)(C)C)C=C1 (N,N'-bis-[2-(4-methoxybenzylthio)-2-methylpropyl]-ethylenediamine), C(=O)([O-])[O-].[K+].[K+] (K2CO3), BrCCCCC(=O)OCC (ethyl 5-bromovalerate). Run in CC#N (CH3CN). The product is C(=O)(OCC)CCCCCN(CCNCC(C)(SCC1=CC=C(C=C1)OC)C)CC(C)(C)SCC1=CC=C(C=C1)OC (N-(5-carboethoxypentyl)-N,N'-bis-[2-(4-methoxybenzylthio)-2-methylpropyl]ethylenediamine). Isolated yield 32.8%. RXN SMILES: [CH3:1][O:2][C:3]1[CH:32]=[CH:31][C:6]([CH2:7][S:8][C:9]([CH3:30])([CH3:29])[CH2:10][NH:11][CH2:12][CH2:13][NH:14][CH2:15][C:16]([CH3:28])([S:18][CH2:19][C:20]2[CH:25]=[CH:24][C:23]([O:26][CH3:27])=[CH:22][CH:21]=2)[CH3:17])=[CH:5][CH:4]=1.[C:33]([O-])([O-])=O.[K+].[K+].Br[CH2:40][CH2:41][CH2:42][CH2:43][C:44]([O:46][CH2:47][CH3:48])=[O:45]>CC#N>[C:44]([CH2:43][CH2:42][CH2:41][CH2:40][CH2:33][N:14]([CH2:15][C:16]([S:18][CH2:19][C:20]1[CH:21]=[CH:22][C:23]([O:26][CH3:27])=[CH:24][CH:25]=1)([CH3:28])[CH3:17])[CH2:13][CH2:12][NH:11][CH2:10][C:9]([CH3:30])([S:8][CH2:7][C:6]1[CH:5]=[CH:4][C:3]([O:2][CH3:1])=[CH:32][CH:31]=1)[CH3:29])([O:46][CH2:47][CH3:48])=[O:45] |f:1.2.3|. Procedure: To N,N'-bis-[2-(4-methoxybenzylthio)-2-methylpropyl]-ethylenediamine (4.13 g, 8.66 mmol) in CH3CN (50 mL) was added K2CO3 (1.21 g, 8.75 mmol, 101 mol %) followed by ethyl 5-bromovalerate (2.80 mL, 17.7 mmol, 204 mol %). The reaction was stirred at reflux overnight and was then concentrated to a paste in vacuo. The residue was partitioned between ethyl acetate (100 mL and 0.5M KOH (100 mL). The aqueous layer was extracted with ethyl acetate (1×50 mL) and the combined organic layers were washed wi... Starting materials: C1CCOC1, CN(C)CCCNC(=O)c1cccc(-c2ccc(CSCCOc3ccccc3)cc2)c1, CN(C)CCN, O=C(O)c1ccc(-c2ccccc2CSCCOc2ccccc2)cc1. Yields the product CN(C)CCNC(=O)c1ccc(-c2ccccc2CSCCOc2ccccc2)cc1. Reaction SMILES: [CH2:65]1[O:66][CH2:67][CH2:68][CH2:69]1.[CH3:1][N:2]([CH3:3])[CH2:4][CH2:5][CH2:6][NH:7][C:8]([c:9]1[cH:10][c:11](-[c:12]2[cH:13][cH:14][c:15]([CH2:16][S:17][CH2:18][CH2:19][O:20][c:21]3[cH:22][cH:23][cH:24][cH:25][cH:26]3)[cH:27][cH:28]2)[cH:29][cH:30][cH:31]1)=[O:32].[CH3:59][N:60]([CH2:61][CH2:62][NH2:63])[CH3:64].[O:33]([c:34]1[cH:35][cH:36][cH:37][cH:38][cH:39]1)[CH2:40][CH2:41][S:42][CH2:43][c:44]1[c:45](-[c:50]2[cH:51][cH:52][c:53]([C:56](=[O:57])[OH:58])[cH:54][cH:55]2)[cH:46][cH:47][cH:48][cH:49]1>>[O:33]([c:34]1[cH:35][cH:36][cH:37][cH:38][cH:39]1)[CH2:40][CH2:41][S:42][CH2:43][c:44]1[c:45](-[c:50]2[cH:51][cH:52][c:53]([C:56](=[O:58])[NH:63][CH2:62][CH2:61][N:60]([CH3:59])[CH3:64])[cH:54][cH:55]2)[cH:46][cH:47][cH:48][cH:49]1. Starting materials: OC1=C(C2=C(C(CCO2)=O)C=C1)CCC (2,3-dihydro-7-hydroxy-8-propyl-4H-1-benzopyran-4-one), COC(COC1=C(C=CC=C1)OCCCCCBr)=O ([2-[(5-bromopentyl)oxy]phenoxy]acetic acid methyl ester). The product is O=C1CCOC2=C1C=CC(=C2CCC)OCCCCCOC2=C(OCC(=O)O)C=CC=C2 ([2-[5-[(3,4-Dihydro-4-oxo-8-propyl-2H-1-benzopyran-7-yl)oxy]pentyloxy]phenoxy]acetic Acid). Procedure details: Using the procedure of example 4, [2-[5-[3,4-dihydro-4-oxo-8-propyl-2H-1-benzopyran-7-yl)oxy]pentyloxy]phenoxy]acetic acid was prepared in 72.3% overall yield starting from 0.31 g (1.5 mmol) of 2,3-dihydro-7-hydroxy-8-propyl-4H-1-benzopyran-4-one and 0.53 g (1.6 mmol) of [2-[(5-bromopentyl)oxy]phenoxy]acetic acid methyl ester, as a colorless solid, mp 98°-99° C., recrystallized from hexane-ethyl acetate. Run in C(C)(=O)O (acetic acid). Reaction SMILES: [OH:1][C:2]1[CH:12]=[CH:11][C:5]2[C:6](=[O:10])[CH2:7][CH2:8][O:9][C:4]=2[C:3]=1[CH2:13][CH2:14][CH3:15].C[O:17][C:18](=[O:34])[CH2:19][O:20][C:21]1[CH:26]=[CH:25][CH:24]=[CH:23][C:22]=1[O:27][CH2:28][CH2:29][CH2:30][CH2:31][CH2:32]Br>C(O)(=O)C>[O:10]=[C:6]1[C:5]2[CH:11]=[CH:12][C:2]([O:1][CH2:32][CH2:31][CH2:30][CH2:29][CH2:28][O:27][C:22]3[CH:23]=[CH:24][CH:25]=[CH:26][C:21]=3[O:20][CH2:19][C:18]([OH:34])=[O:17])=[C:3]([CH2:13][CH2:14][CH3:15])[C:4]=2[O:9][CH2:8][CH2:7]1. Reactants: CCN(C(C)C)C(C)C, [Cu]I, C#CCc1ccc(F)cc1, Cn1c(=O)n(Cc2ccc(C(=O)OC(C)(C)C)cc2)c(=O)c2cc(I)ccc21, CN(C)C=O, O. Product: Cn1c(=O)n(Cc2ccc(C(=O)OC(C)(C)C)cc2)c(=O)c2cc(C#CCc3ccc(F)cc3)ccc21. As a reaction SMILES: [CH:29]([N:30]([CH:31]([CH3:32])[CH3:33])[CH2:34][CH3:35])([CH3:36])[CH3:37].[Cu:54][I:55].[F:38][c:39]1[cH:40][cH:41][c:42]([CH2:45][C:46]#[CH:47])[cH:43][cH:44]1.[I:1][c:2]1[cH:3][c:4]2[c:5](=[O:28])[n:6]([CH2:14][c:15]3[cH:16][cH:17][c:18]([C:19](=[O:20])[O:21][C:22]([CH3:23])([CH3:24])[CH3:25])[cH:26][cH:27]3)[c:7](=[O:13])[n:8]([CH3:12])[c:9]2[cH:10][cH:11]1.[O:49]=[CH:50][N:51]([CH3:52])[CH3:53].[OH2:48]>>[c:2]1([C:47]#[C:46][CH2:45][c:42]2[cH:41][cH:40][c:39]([F:38])[cH:44][cH:43]2)[cH:3][c:4]2[c:5](=[O:28])[n:6]([CH2:14][c:15]3[cH:16][cH:17][c:18]([C:19](=[O:20])[O:21][C:22]([CH3:23])([CH3:24])[CH3:25])[cH:26][cH:27]3)[c:7](=[O:13])[n:8]([CH3:12])[c:9]2[cH:10][cH:11]1. The reactants are [Na] (Sodium), C(C)(=O)NC(C(=O)OCC)C(=O)OCC (Diethyl acetamidomalonate), C(C)O (ethanol), Cl.N1=CC=C(C=C1)CCl (4-picolyl chloride hydrochloride), C(C)O (ethanol). The product is C(C)N1C(OCC1CC1=CC=NC=C1)=O (3-Ethyl-4-(4-pyridinylmethyl)-2-oxazolidinone). Reaction SMILES: [C:1]([NH:4][CH:5]([C:11]([O:13][CH2:14]C)=O)[C:6](OCC)=O)(=O)[CH3:2].[Na].Cl.[N:18]1[CH:23]=[CH:22][C:21](CCl)=[CH:20][CH:19]=1.C([OH:28])C>>[CH2:1]([N:4]1[CH:5]([CH2:6][C:21]2[CH:22]=[CH:23][N:18]=[CH:19][CH:20]=2)[CH2:11][O:13][C:14]1=[O:28])[CH3:2] |f:2.3,^1:15|. Procedure details: Diethyl acetamidomalonate (20.0 g, 0.921 mol) is dissolved in 200 mL of absolute ethanol. Sodium metal (4.2 g, 0.1827 mol) is added and the mixture is stirred at room temperature until all of the metal is dissolved. The solution is cooled to 0-5° C. and 13.3 g (0.0811 mol) of 4-picolyl chloride hydrochloride in 100 mL of absolute ethanol is added rapidly. After stirring at room temperature overnight, the mixture is filtered through celite and the filtrate concentrated to a dark oily solid. The r... RXN SMILES: [CH:3]1([NH:6][CH2:7][CH2:8][CH2:9][O:10][c:11]2[c:12](-[c:28]3[cH:29][c:30]4[c:35]([cH:36][cH:37]3)[C:34]([CH3:38])([CH3:39])[CH2:33][CH2:32][C:31]4([CH3:40])[CH3:41])[cH:13][c:14](-[c:17]3[cH:18][cH:19][c:20]([C:23](=[O:24])[O:25][CH2:26][CH3:27])[cH:21][cH:22]3)[cH:15][cH:16]2)[CH2:4][CH2:5]1.[Na+:2].[O:42]1[CH2:43][CH2:44][CH2:45][CH2:46]1.[OH-:1]>>[CH:3]1([NH:6][CH2:7][CH2:8][CH2:9][O:10][c:11]2[c:12](-[c:28]3[cH:29][c:30]4[c:35]([cH:36][cH:37]3)[C:34]([CH3:38])([CH3:39])[CH2:33][CH2:32][C:31]4([CH3:40])[CH3:41])[cH:13][c:14](-[c:17]3[cH:18][cH:19][c:20]([C:23](=[O:24])[OH:25])[cH:21][cH:22]3)[cH:15][cH:16]2)[CH2:4][CH2:5]1. Product: CC1(C)CCC(C)(C)c2cc(-c3cc(-c4ccc(C(=O)O)cc4)ccc3OCCCNC3CC3)ccc21. The reactants are CCOC(=O)c1ccc(-c2ccc(OCCCNC3CC3)c(-c3ccc4c(c3)C(C)(C)CCC4(C)C)c2)cc1, [Na+], C1CCOC1, [OH-]. Starting materials: N#N (N2), [N+](=O)([O-])C1=NNN=C1 (4-nitro-2H-[1,2,3]triazole), C(=O)([O-])[O-].[Cs+].[Cs+] (Cs2CO3), BrCCCCC1(OCCO1)C (2-(4-bromo-butyl)-2-methyl-[1,3]dioxolane). The solvent is O (Water), CC(OCC)=O (EA), C(=O)(C)C#N (AcCN), C(=O)(C)C#N (AcCN). Run at temperature 80 celsius, time 16 hour. Yields the product CC1(OCCO1)CCCCN1N=CC(=N1)[N+](=O)[O-] (2-[4-(2-Methyl-[1,3]dioxolan-2-yl)-butyl]-4-nitro-2H-[1,2,3]triazole). As a reaction SMILES: N#N.[N+:3]([C:6]1[CH:10]=[N:9][NH:8][N:7]=1)([O-:5])=[O:4].C([O-])([O-])=O.[Cs+].[Cs+].Br[CH2:18][CH2:19][CH2:20][CH2:21][C:22]1([CH3:27])[O:26][CH2:25][CH2:24][O:23]1>C(C#N)(C)=O.CC(=O)OCC.O>[CH3:27][C:22]1([CH2:21][CH2:20][CH2:19][CH2:18][N:8]2[N:7]=[C:6]([N+:3]([O-:5])=[O:4])[CH:10]=[N:9]2)[O:26][CH2:25][CH2:24][O:23]1 |f:2.3.4|. Procedure: In a flame dried round-bottomed flask equipped with a magnetic stir bar and under inert atmosphere (N2), a solution of 4-nitro-2H-[1,2,3]triazole (100 mg, 0.88 mmol) and Cs2CO3 (315 mg, 0.96 mmol) in AcCN (1.0 mL) was treated with a solution of 2-(4-bromo-butyl)-2-methyl-[1,3]dioxolane (215 mg, 0.96 mmol) in AcCN (1.0 mL). The reaction mixture was stirred at 80° C. for 16 h. Water (20 mL), followed by EA (30 mL) were added. The aq. layer was extracted with EA (30 mL) and the combined org. extrac...